This data is from the Open Reaction Database (ORD), a public repository of structured organic reaction records. The task is: describe an organic reaction: reactants, conditions, products, and yield Reactants: BrC1=CC=C(C=C1)C1=C(C(=NO1)C)NCC(CC1=CC=C(C=C1)C(C)C)C ([5-(4-bromo-phenyl)-3-methyl-isoxazol-4-yl]-[3-(4-isopropyl-phenyl)-2-methyl-propyl]-amine), C(C)OC(=O)C1(CC1)C1=CC=C(C=C1)B1OC(C(O1)(C)C)(C)C (1-[4-(4,4,5,5-tetramethyl-[1,3,2]dioxaborolan-2-yl)-phenyl]-cyclopropanecarboxylic acid ethyl ester). The product is C(C)OC(=O)C1(CC1)C1=CC=C(C=C1)C1=CC=C(C=C1)C1=C(C(=NO1)C)NCC(CC1=CC=C(C=C1)C(C)C)C (1-(4′-{4-[3-(4-Isopropyl-phenyl)-2-methyl-propylamino]-3-methyl-isoxazol-5-yl}-biphenyl-4-yl)-cyclopropanecarboxylic acid ethyl ester). RXN SMILES: Br[C:2]1[CH:7]=[CH:6][C:5]([C:8]2[O:12][N:11]=[C:10]([CH3:13])[C:9]=2[NH:14][CH2:15][CH:16]([CH3:27])[CH2:17][C:18]2[CH:23]=[CH:22][C:21]([CH:24]([CH3:26])[CH3:25])=[CH:20][CH:19]=2)=[CH:4][CH:3]=1.[CH2:28]([O:30][C:31]([C:33]1([C:36]2[CH:41]=[CH:40][C:39](B3OC(C)(C)C(C)(C)O3)=[CH:38][CH:37]=2)[CH2:35][CH2:34]1)=[O:32])[CH3:29]>>[CH2:28]([O:30][C:31]([C:33]1([C:36]2[CH:37]=[CH:38][C:39]([C:2]3[CH:3]=[CH:4][C:5]([C:8]4[O:12][N:11]=[C:10]([CH3:13])[C:9]=4[NH:14][CH2:15][CH:16]([CH3:27])[CH2:17][C:18]4[CH:23]=[CH:22][C:21]([CH:24]([CH3:26])[CH3:25])=[CH:20][CH:19]=4)=[CH:6][CH:7]=3)=[CH:40][CH:41]=2)[CH2:34][CH2:35]1)=[O:32])[CH3:29]. Procedure: Prepared according to the procedure described in Example 3, Step 5, using [5-(4-bromo-phenyl)-3-methyl-isoxazol-4-yl]-[3-(4-isopropyl-phenyl)-2-methyl-propyl]-amine and 1-[4-(4,4,5,5-tetramethyl-[1,3,2]dioxaborolan-2-yl)-phenyl]-cyclopropanecarboxylic acid ethyl ester. Reactants: CCOC(C)=O, CC(O)(C(=O)Nc1ccc(I)c(Cl)c1Cl)C(F)(F)F, CN(C)C=O, O, O=C(O)c1ccc(S)cc1. Product: CC(O)(C(=O)Nc1ccc(Sc2ccc(C(=O)O)cc2)c(Cl)c1Cl)C(F)(F)F. As a reaction SMILES: [CH3:30][CH2:31][O:32][C:33]([CH3:34])=[O:35].[I:1][c:2]1[c:3]([Cl:19])[c:4]([Cl:18])[c:5]([NH:8][C:9]([C:10]([C:11]([F:12])([F:13])[F:14])([CH3:15])[OH:16])=[O:17])[cH:6][cH:7]1.[O:37]=[CH:38][N:39]([CH3:40])[CH3:41].[OH2:36].[SH:20][c:21]1[cH:22][cH:23][c:24]([C:25](=[O:26])[OH:27])[cH:28][cH:29]1>>[c:2]1([S:20][c:21]2[cH:22][cH:23][c:24]([C:25](=[O:26])[OH:27])[cH:28][cH:29]2)[c:3]([Cl:19])[c:4]([Cl:18])[c:5]([NH:8][C:9]([C:10]([C:11]([F:12])([F:13])[F:14])([CH3:15])[OH:16])=[O:17])[cH:6][cH:7]1. Starting materials: Cc1nc2n(c(=O)c1CCBr)CCS2, CC(=O)CC(C)C, OC(c1ccc(F)cc1)C1CCNCC1, [I-], [K+], [Na+], [Na+], O=C([O-])[O-]. Product: Cc1nc2n(c(=O)c1CCN1CCC(C(O)c3ccc(F)cc3)CC1)CCS2. As a reaction SMILES: [Br:1][CH2:2][CH2:3][c:4]1[c:5]([CH3:14])[n:6][c:7]2[n:8]([c:9]1=[O:10])[CH2:11][CH2:12][S:13]2.[CH3:38][CH:39]([CH3:40])[CH2:41][C:42](=[O:43])[CH3:44].[F:15][c:16]1[cH:17][cH:18][c:19]([CH:22]([OH:23])[CH:24]2[CH2:25][CH2:26][NH:27][CH2:28][CH2:29]2)[cH:20][cH:21]1.[I-:37].[K+:36].[Na+:30].[Na+:31].[O-:32][C:33](=[O:34])[O-:35]>>[CH2:2]([CH2:3][c:4]1[c:5]([CH3:14])[n:6][c:7]2[n:8]([c:9]1=[O:10])[CH2:11][CH2:12][S:13]2)[N:27]1[CH2:26][CH2:25][CH:24]([CH:22]([c:19]2[cH:18][cH:17][c:16]([F:15])[cH:21][cH:20]2)[OH:23])[CH2:29][CH2:28]1. Product: OCCOCCNC(CC1=CC=CC=C1)(O)C1=CC=CC=C1 (α-[[2-(2-Hydroxyethoxy)ethyl]amino]-α-phenylbenzeneethanol). The reactants are C=1C=CC(=CC1)[C@@H]2[C@H](O2)C=3C=CC=CC3 (trans-stilbene oxide), NCCOCCO (2-(2-aminoethoxy)ethanol). Reaction conditions: temperature 140 celsius, time 14 hour. Reaction SMILES: [CH:1]1[CH:2]=[CH:3][C:4]([C@H:7]2[O:9][C@@H:8]2[C:10]2[CH:11]=[CH:12][CH:13]=[CH:14][CH:15]=2)=[CH:5][CH:6]=1.[NH2:16][CH2:17][CH2:18][O:19][CH2:20][CH2:21][OH:22]>>[OH:22][CH2:21][CH2:20][O:19][CH2:18][CH2:17][NH:16][C:7]([C:4]1[CH:3]=[CH:2][CH:1]=[CH:6][CH:5]=1)([OH:9])[CH2:8][C:10]1[CH:11]=[CH:12][CH:13]=[CH:14][CH:15]=1. Yield: 91.9%. Procedure: A mixture of trans-stilbene oxide (1.96 g, 0.010 mol) and 2-(2-aminoethoxy)ethanol (3.05 g, 0.030 mol) was heated at 140° C. for 6 hours. After standing at room temperature for 14 hours the reaction mixture was triturated with water, the solid product collected, and dried under ambient conditions for 3 days to obtain 2.77 g (92%) of material. The solid was recrystallized from methanol-isopropyl ether to obtain 1.89 g of the product; mp 140°-142° C. Starting materials: Cl.C1=C(C=CC2=CC=CC=C12)CCN1CCC(=CC1)C1=CC(=CC=C1)C(F)(F)F (1-[2-(2-naphtyl)ethyl]-4-(3-trifluoromethylphenyl)-1,2,3,6-tetrahydropyridine hydrochloride). Reagents/catalysts: [Pd] (Pd/C). Run in C(C)O (ethanol). Reaction conditions: temperature 50 celsius, time 3 hour. Yields the product Cl.C1=C(C=CC2=CC=CC=C12)CCN1CCC(CC1)C1=CC(=CC=C1)C(F)(F)F (1-[2-(2-naphthyl)ethyl]-4-(3-trifluoromethylphenyl)piperidine hydrochloride). Yield: 69.2%. RXN SMILES: [ClH:1].[CH:2]1[C:11]2[C:6](=[CH:7][CH:8]=[CH:9][CH:10]=2)[CH:5]=[CH:4][C:3]=1[CH2:12][CH2:13][N:14]1[CH2:19][CH:18]=[C:17]([C:20]2[CH:25]=[CH:24][CH:23]=[C:22]([C:26]([F:29])([F:28])[F:27])[CH:21]=2)[CH2:16][CH2:15]1>[Pd].C(O)C>[ClH:1].[CH:2]1[C:11]2[C:6](=[CH:7][CH:8]=[CH:9][CH:10]=2)[CH:5]=[CH:4][C:3]=1[CH2:12][CH2:13][N:14]1[CH2:19][CH2:18][CH:17]([C:20]2[CH:25]=[CH:24][CH:23]=[C:22]([C:26]([F:29])([F:27])[F:28])[CH:21]=2)[CH2:16][CH2:15]1 |f:0.1,4.5|. Procedure: A mixture of 1-[2-(2-naphtyl)ethyl]-4-(3-trifluoromethylphenyl)-1,2,3,6-tetrahydropyridine hydrochloride (5 g, 0.012 mol), 10% Pd/C (0.6 g) and 95% ethanol (130 ml) are charged into a hydrogenation reaction vessel and hydrogenated, under stirring, at 50° C. for 3 hours. The catalyst is then removed by filtration and the filtrate is concentrated to dryness. The residue is triturated with a small amount of diethyl ether and the white solid which is obtained therefrom by filtration is crystallised ... Reported procedure: To a solution of MeI (1.4 g, 10 mmol) in DMF was added NaH (0.40 g, 10 mmol, 60% in mineral oil), followed by diethyl (cyanomethyl)phosphonate (2.3 g, 10 mmol). The mixture was stirred at ambient temperature. After 30 minutes another batch of NaH (0.40 g, 10 mmol, 60% in mineral oil) was added, followed by tert-butyl 4-oxopiperidine-1-carboxylate (2.0 g, 10 mmol). The resulting mixture was stirred for 30 minutes before the reaction was quenched with water and the mixture was concentrated in vacu... As a reaction SMILES: [CH3:1]I.[H-].[Na+].[C:5]([CH2:7]P(=O)(OCC)OCC)#[N:6].O=[C:17]1[CH2:22][CH2:21][N:20]([C:23]([O:25][C:26]([CH3:29])([CH3:28])[CH3:27])=[O:24])[CH2:19][CH2:18]1>CN(C=O)C>[C:5]([C:7](=[C:17]1[CH2:22][CH2:21][N:20]([C:23]([O:25][C:26]([CH3:29])([CH3:28])[CH3:27])=[O:24])[CH2:19][CH2:18]1)[CH3:1])#[N:6] |f:1.2|. Run in CN(C)C=O (DMF). The reactants are [H-].[Na+] (NaH), O=C1CCN(CC1)C(=O)OC(C)(C)C (tert-butyl 4-oxopiperidine-1-carboxylate), CI (MeI), [H-].[Na+] (NaH), C(#N)CP(OCC)(OCC)=O (diethyl (cyanomethyl)phosphonate). The product is C(#N)C(C)=C1CCN(CC1)C(=O)OC(C)(C)C (tert-Butyl 4-(1-cyanoethylidene)piperidine-1-carboxylate). The reactants are N1CCCCC1 (piperidine), [I-].[K+] (potassium iodide), [OH-].[K+] (potassium hydroxide), C1(=CC=CC=C1)C(C#N)(CCBr)C1=CC=CC=C1 (2,2-diphenyl-4-bromobutyronitrile). Run in O (water). Conditions: time 4.5 hour. The product is C1(=CC=CC=C1)C(C#N)(CCN1CCCCC1)C1=CC=CC=C1 (2,2-diphenyl-4-piperidinobutyronitrile). Isolated yield 86.1%. Reaction SMILES: [NH:1]1[CH2:6][CH2:5][CH2:4][CH2:3][CH2:2]1.[I-].[K+].[OH-].[K+].[C:11]1([C:17]([C:23]2[CH:28]=[CH:27][CH:26]=[CH:25][CH:24]=2)([CH2:20][CH2:21]Br)[C:18]#[N:19])[CH:16]=[CH:15][CH:14]=[CH:13][CH:12]=1>O>[C:23]1([C:17]([C:11]2[CH:12]=[CH:13][CH:14]=[CH:15][CH:16]=2)([CH2:20][CH2:21][N:1]2[CH2:6][CH2:5][CH2:4][CH2:3][CH2:2]2)[C:18]#[N:19])[CH:24]=[CH:25][CH:26]=[CH:27][CH:28]=1 |f:1.2,3.4|. Procedure: To 1.96 parts of piperidine is added 1.91 parts of potassium iodide and 25 parts deionized water under a nitrogen atmosphere. The mixture is gently warmed and 1.65 parts of potassium hydroxide and 7.51 parts of 2,2-diphenyl-4-bromobutyronitrile are added. The temperature is raised to reflux and maintained thereat for 4.5 hours. After cooling to room temperature, the reaction mixture is extracted three times with 14 part portions of ethyl ether. The ether extracts are combined, and extracted four...